This data is from the Open Reaction Database (ORD), a public repository of structured organic reaction records. The task is: describe an organic reaction: reactants, conditions, products, and yield Reactants: C(C1=CC=CC=C1)OC(=O)N[C@@H]1[C@@H]2C(N([C@H](CC1)C2)C(=O)OC(C)(C)C)=O ((1R,2S,5R)-tert-butyl 2-(benzyloxycarbonylamino)-7-oxo-6-aza-bicyclo[3.2.1]octane-6-carboxylate), CO (methanol), O (water), [H-].C(C(C)C)[Al+]CC(C)C (diisobutylaluminum hydride). RXN SMILES: [CH2:1]([O:8][C:9]([NH:11][C@H:12]1[CH2:18][CH2:17][C@@H:16]2[CH2:19][C@H:13]1[C:14](=[O:27])[N:15]2[C:20]([O:22][C:23]([CH3:26])([CH3:25])[CH3:24])=[O:21])=[O:10])[C:2]1[CH:7]=[CH:6][CH:5]=[CH:4][CH:3]=1.[H-].C([Al+]CC(C)C)C(C)C.CO.O>ClCCl>[CH2:1]([O:8][C:9]([NH:11][C@H:12]1[CH2:18][CH2:17][C@@H:16]2[CH2:19][C@H:13]1[CH:14]([OH:27])[N:15]2[C:20]([O:22][C:23]([CH3:25])([CH3:24])[CH3:26])=[O:21])=[O:10])[C:2]1[CH:3]=[CH:4][CH:5]=[CH:6][CH:7]=1 |f:1.2|. Conditions: time 5 minute. The solvent is ClCCl (dichloromethane). Product: C(C1=CC=CC=C1)OC(=O)N[C@@H]1[C@@H]2C(N([C@H](CC1)C2)C(=O)OC(C)(C)C)O ((1R,2S,5R)-tert-butyl 2-(benzyloxycarbonylamino)-7-hydroxy-6-aza-bicyclo[3.2.1]octane-6-carboxylate), solid. Reported procedure: A solution of (1R,2S,5R)-tert-butyl 2-(benzyloxycarbonylamino)-7-oxo-6-aza-bicyclo[3.2.1]octane-6-carboxylate (2.62 g, 7.0 mmol) in dichloromethane (50 mL) was stirred on an ice bath and treated dropwise with diisobutylaluminum hydride (1.0 M in tetrahydrofuran, 21 mL, 21 mmol) over ca. 10 min. The solution was stirred on ice for 4 h 5 min, then was treated dropwise over 10 min with methanol (1.75 mL). The mixture was stirred on ice for 10 min, then was treated with water (2.75 mL) over ca. 1 mi... Starting materials: F[B-](F)(F)F, CC(C)(C)c1ccc(CNCCc2ccc(C(F)(F)F)c(F)c2)cc1, CCN(C(C)C)C(C)C, CN(C)C=O, O, CN(C)C(On1nnc2ccccc21)=[N+](C)C, O=C(O)c1cccc2cc[nH]c12. Yields the product CC(C)(C)c1ccc(CN(CCc2ccc(C(F)(F)F)c(F)c2)C(=O)c2cccc3cc[nH]c23)cc1. RXN SMILES: [B-:13]([F:14])([F:15])([F:16])[F:17].[C:44]([CH3:45])([CH3:46])([CH3:47])[c:48]1[cH:49][cH:50][c:51]([CH2:52][NH:53][CH2:54][CH2:55][c:56]2[cH:57][c:58]([F:66])[c:59]([C:62]([F:63])([F:64])[F:65])[cH:60][cH:61]2)[cH:67][cH:68]1.[CH:35]([N:36]([CH2:37][CH3:38])[CH:39]([CH3:40])[CH3:41])([CH3:42])[CH3:43].[O:69]=[CH:70][N:71]([CH3:72])[CH3:73].[OH2:74].[n:18]1([O:19][C:20]([N:21]([CH3:22])[CH3:23])=[N+:24]([CH3:25])[CH3:26])[c:27]2[cH:28][cH:29][cH:30][cH:31][c:32]2[n:33][n:34]1.[nH:1]1[cH:2][cH:3][c:4]2[cH:5][cH:6][cH:7][c:8]([C:10](=[O:11])[OH:12])[c:9]12>>[nH:1]1[cH:2][cH:3][c:4]2[cH:5][cH:6][cH:7][c:8]([C:10](=[O:12])[N:53]([CH2:52][c:51]3[cH:50][cH:49][c:48]([C:44]([CH3:45])([CH3:46])[CH3:47])[cH:68][cH:67]3)[CH2:54][CH2:55][c:56]3[cH:57][c:58]([F:66])[c:59]([C:62]([F:63])([F:64])[F:65])[cH:60][cH:61]3)[c:9]12. Reactants: COC(=O)NC=1C=C(N(CC)CC)C=CC1 (3-(methoxycarbonylamino)-N,N-diethylaniline), Cl (hydrochloric acid), C([O-])(O)=O.[Na+] (sodium bicarbonate), N(=O)[O-].[Na+] (sodium nitrite). The solvent is O (water), O (water), O (water). The product is COC(=O)NC=1C=C(N(CC)CC)C=CC1N=O (3-(Methoxycarbonylamino)-4-nitroso-N,N-diethylaniline). Yield: 98.8%. As a reaction SMILES: [CH3:1][O:2][C:3]([NH:5][C:6]1[CH:7]=[C:8]([CH:14]=[CH:15][CH:16]=1)[N:9]([CH2:12][CH3:13])[CH2:10][CH3:11])=[O:4].Cl.[N:18]([O-])=[O:19].[Na+].C(=O)(O)[O-].[Na+]>O>[CH3:1][O:2][C:3]([NH:5][C:6]1[CH:7]=[C:8]([CH:14]=[CH:15][C:16]=1[N:18]=[O:19])[N:9]([CH2:10][CH3:11])[CH2:12][CH3:13])=[O:4] |f:2.3,4.5|. Procedure details: While stirring a mixture of 6.0 g of 3-(methoxycarbonylamino)-N,N-diethylaniline, 10 ml of water, and 2.0 ml of concentrated hydrochloric acid at 0° C, 2.0 g of sodium nitrite was added to the mixture. When the first crystals were deposited in the mixture, 50 ml of water was further added to the mixture followed by stirring for 30 minutes. Thereafter, the reaction mixture obtained was poured into 300 ml of water followed by stirring well, neutralized by the addition of sodium bicarbonate, and ex...